Dataset: the Open Reaction Database (ORD), a public repository of structured organic reaction records. Task: describe an organic reaction: reactants, conditions, products, and yield The reactants are O (water), C1(CC1)CN1[C@H]2[C@@]3(CCC(C[C@@]3(C=3C=C(C=CC3C2)OC)CC1)=O)CC (N-cyclopropylmethyl-14β-ethyl-3-methoxymorphinan-6-one), compound, [BH4-].[Na+] (NaBH4). The solvent is C(C)O (ethanol). Run at time 3 hour. Product: C1(CC1)CN1[C@H]2[C@@]3(CC[C@@H](C[C@@]3(C=3C=C(C=CC3C2)OC)CC1)O)CC (N-cyclopropylmethyl-14β-ethyl-6α- hydroxy-3-methoxy-morphinan). Reaction SMILES: [CH:1]1([CH2:4][N:5]2[CH2:23][CH2:22][C@@:12]34[C:13]5[CH:14]=[C:15]([O:20][CH3:21])[CH:16]=[CH:17][C:18]=5[CH2:19][C@@H:6]2[C@:7]3([CH2:25][CH3:26])[CH2:8][CH2:9][C:10](=[O:24])[CH2:11]4)[CH2:3][CH2:2]1.[BH4-].[Na+].O>C(O)C>[CH:1]1([CH2:4][N:5]2[CH2:23][CH2:22][C@@:12]34[C:13]5[CH:14]=[C:15]([O:20][CH3:21])[CH:16]=[CH:17][C:18]=5[CH2:19][C@@H:6]2[C@:7]3([CH2:25][CH3:26])[CH2:8][CH2:9][C@H:10]([OH:24])[CH2:11]4)[CH2:2][CH2:3]1 |f:1.2|. Procedure details: 0.95 g (2.7 mMol) of N-cyclopropylmethyl-14β-ethyl-3-methoxymorphinan-6-one (starting compound of example 11a) are dissolved in 70 ml of ethanol, then 0.53 g of NaBH4 (0.14 mol) are added, and the mixture stirred for 3 hours at room temperature. The reaction mixture is stopped with 20 ml of water and subsequent stirring for 30 minutes. The ethanol is distilled off and the residue is extracted three times with methylene chloride. After drying and concentrating, the organic phase yields a colorles... Reactants: COCCCOC(CCN(C(=O)OC(C)(C)C)C(C)C)c1cccc(Cl)c1, ClCCl, O=C(O)C(F)(F)F. As a reaction SMILES: [Cl:1][c:2]1[cH:3][c:4]([CH:8]([CH2:9][CH2:10][N:11]([C:12](=[O:13])[O:14][C:15]([CH3:16])([CH3:17])[CH3:18])[CH:19]([CH3:20])[CH3:21])[O:22][CH2:23][CH2:24][CH2:25][O:26][CH3:27])[cH:5][cH:6][cH:7]1.[Cl:35][CH2:36][Cl:37].[F:28][C:29]([F:30])([F:31])[C:32]([OH:33])=[O:34]>>[Cl:1][c:2]1[cH:3][c:4]([CH:8]([CH2:9][CH2:10][NH:11][CH:19]([CH3:20])[CH3:21])[O:22][CH2:23][CH2:24][CH2:25][O:26][CH3:27])[cH:5][cH:6][cH:7]1. The product is COCCCOC(CCNC(C)C)c1cccc(Cl)c1. Starting materials: N12CCC(CC1)(C2)C(C#N)(C2=CC=CC=C2)C2=CC=CC=C2 (1-azabicyclo[2.2.1]hept-4-yl(diphenyl)acetonitrile), BrCCCCCC (1-bromohexane). Run in 2CH3CN/3CHCl3. The product is [Br-].C(#N)C(C12CC[N+](CC1)(C2)CCCCCC)(C2=CC=CC=C2)C2=CC=CC=C2 (4-[cyano(diphenyl)methyl]-1-hexyl-1-azoniabicyclo[2.2.1]heptane bromide). Isolated yield 44.4%. RXN SMILES: [N:1]12[CH2:7][C:4]([C:8]([C:17]3[CH:22]=[CH:21][CH:20]=[CH:19][CH:18]=3)([C:11]3[CH:16]=[CH:15][CH:14]=[CH:13][CH:12]=3)[C:9]#[N:10])([CH2:5][CH2:6]1)[CH2:3][CH2:2]2.[Br:23][CH2:24][CH2:25][CH2:26][CH2:27][CH2:28][CH3:29]>>[Br-:23].[C:9]([C:8]([C:17]1[CH:22]=[CH:21][CH:20]=[CH:19][CH:18]=1)([C:11]1[CH:12]=[CH:13][CH:14]=[CH:15][CH:16]=1)[C:4]12[CH2:7][N+:1]([CH2:24][CH2:25][CH2:26][CH2:27][CH2:28][CH3:29])([CH2:6][CH2:5]1)[CH2:2][CH2:3]2)#[N:10] |f:2.3|. Procedure details: Following the general procedure outlined in Example 24, 1-azabicyclo[2.2.1]hept-4-yl(diphenyl)acetonitrile (0.044 g, 0.152 mmol) and 1-bromohexane (0.035 mL, 0.249 mmol) in 2CH3CN/3CHCl3 (3.5 mL) were reacted to give the desired product (0.0306 g, 44.3%). EI-MS m/z 373 (M+) Rt (1.83 min). Yields the product C1(CC1)C1=C(C=C(C=C1F)[N+](=O)[O-])N1N=NN=C1 (1-(2-cyclopropyl-3-fluoro-5-nitrophenyl)-1H-tetrazole). Isolated yield 90.0%. Procedure: A mixture of 2-cyclopropyl-3-fluoro-5-nitroaniline (300 mg, 1.53 mmol, 1 equiv), trimethylsilyl azide (1.0 mL, 7.65 mmol, 5 equiv), trimethylorthoformate (1.67 mL, 15.29 mmol, 10 equiv) in AcOH (3 mL) was heated to 70° C. and stirred for 7 hours behind a blast shield. After allowing to cool to room temperature, the mixture was further cooled in ice-water and basified to ca. pH 12-14 with 1N NaOH and diluted with EtOAc. The aqueous and organic layers were partitioned and the aqueous extracted wit... Reaction conditions: temperature 70 celsius, time 7 hour. The solvent is ice water, CC(=O)O (AcOH), CCOC(=O)C (EtOAc). Reaction SMILES: [CH:1]1([C:4]2[C:10]([F:11])=[CH:9][C:8]([N+:12]([O-:14])=[O:13])=[CH:7][C:5]=2[NH2:6])[CH2:3][CH2:2]1.C[Si]([N:19]=[N+:20]=[N-:21])(C)C.[CH3:22]OC(OC)OC.[OH-].[Na+]>CC(O)=O.CCOC(C)=O>[CH:1]1([C:4]2[C:10]([F:11])=[CH:9][C:8]([N+:12]([O-:14])=[O:13])=[CH:7][C:5]=2[N:6]2[CH:22]=[N:19][N:20]=[N:21]2)[CH2:3][CH2:2]1 |f:3.4|. Reactants: [OH-].[Na+] (NaOH), C1(CC1)C1=C(N)C=C(C=C1F)[N+](=O)[O-] (2-cyclopropyl-3-fluoro-5-nitroaniline), C[Si](C)(C)N=[N+]=[N-] (trimethylsilyl azide), COC(OC)OC (trimethylorthoformate). The reactants are C1(C=CCC1)ON=C(C(=O)NC1[C@@H]2N(C(=C(CS2)CSC2=NN=NN2CCCNC(=O)OC(C)(C)C)C(=O)O)C1=O)C=1N=C(SC1)NC=O (7-[2-(2-cyclopenten-1-yl)oxyimino-2-(2-formamidothiazol-4-yl)acetamido]-3-[1-[3-(N-tertbutoxycarbonylamino)propyl]-1H-tetrazol-5-yl]thiomethyl-3-cephem-4-carboxylic acid), Cl (hydrochloric acid), C(C)(=O)OCC (ethyl acetate), C([O-])(O)=O.[Na+] (sodium bicarbonate). Run in CO (methanol), O (water). Product: C1(C=CCC1)ON=C(C(=O)NC1[C@@H]2N(C(=C(CS2)CSC2=NN=NN2CCCN)C(=O)O)C1=O)C=1N=C(SC1)N (7-[2-(2-cyclopenten-1 -yl)oxyimino-2-(2-aminothiazol-4-yl)acetamido]-3-[1-(3-aminopropyl)-1H-tetrazol-5-yl]thiomethyl-3-cephem-4-carboxylic acid). The yield is 21.5%. Reaction SMILES: [CH:1]1([O:6][N:7]=[C:8]([C:42]2[N:43]=[C:44]([NH:47]C=O)[S:45][CH:46]=2)[C:9]([NH:11][CH:12]2[C:40](=[O:41])[N:14]3[C:15]([C:37]([OH:39])=[O:38])=[C:16]([CH2:19][S:20][C:21]4[N:25]([CH2:26][CH2:27][CH2:28][NH:29]C(OC(C)(C)C)=O)[N:24]=[N:23][N:22]=4)[CH2:17][S:18][C@H:13]23)=[O:10])[CH2:5][CH2:4][CH:3]=[CH:2]1.Cl.C(OCC)(=O)C.C(=O)(O)[O-].[Na+]>CO.O>[CH:1]1([O:6][N:7]=[C:8]([C:42]2[N:43]=[C:44]([NH2:47])[S:45][CH:46]=2)[C:9]([NH:11][CH:12]2[C:40](=[O:41])[N:14]3[C:15]([C:37]([OH:39])=[O:38])=[C:16]([CH2:19][S:20][C:21]4[N:25]([CH2:26][CH2:27][CH2:28][NH2:29])[N:24]=[N:23][N:22]=4)[CH2:17][S:18][C@H:13]23)=[O:10])[CH2:5][CH2:4][CH:3]=[CH:2]1 |f:3.4|. Procedure: To a solution of 7-[2-(2-cyclopenten-1-yl)oxyimino-2-(2-formamidothiazol-4-yl)acetamido]-3-[1-[3-(N-tertbutoxycarbonylamino)propyl]-1H-tetrazol-5-yl]thiomethyl-3-cephem-4-carboxylic acid (syn isomer)(1.75 g) in methanol (13 ml) was added conc. hydrochloric acid (1.0 g) with stirring and the mixture was stirred for 3 hours at room temperature. After the evaporation of the resulting mixture, to the residue was added methanol (20 ml) to give a homogeneous solution and then the solution was evaporat...